Dataset: the Open Reaction Database (ORD), a public repository of structured organic reaction records. Task: describe an organic reaction: reactants, conditions, products, and yield Starting materials: C1(=CC=CC=C1)C1(CCNCCO1)C1=CC=CC=C1 (7,7-diphenyl-hexahydro-1,4-oxazepine), C1(O)=CC=C(O)C=C1 (hydroquinone), C(C=C)#N (acrylonitrile). The product is C(#N)CCN1CCOC(CC1)(C1=CC=CC=C1)C1=CC=CC=C1 (4-(2-cyanoethyl)-7,7-diphenyl-hexahydro-1,4-oxazepine). RXN SMILES: [C:1]1([C:7]2([C:14]3[CH:19]=[CH:18][CH:17]=[CH:16][CH:15]=3)[O:13][CH2:12][CH2:11][NH:10][CH2:9][CH2:8]2)[CH:6]=[CH:5][CH:4]=[CH:3][CH:2]=1.C1(C=CC(O)=CC=1)O.[C:28](#[N:31])[CH:29]=[CH2:30]>>[C:28]([CH2:29][CH2:30][N:10]1[CH2:9][CH2:8][C:7]([C:1]2[CH:2]=[CH:3][CH:4]=[CH:5][CH:6]=2)([C:14]2[CH:15]=[CH:16][CH:17]=[CH:18][CH:19]=2)[O:13][CH2:12][CH2:11]1)#[N:31]. Procedure: The solution of 22.2 g of 7,7-diphenyl-hexahydro-1,4-oxazepine and 0.2 g of hydroquinone in 50 ml of acrylonitrile is refluxed for 18 hours, cooled and evaporated. The residue is taken up in chloroform, the mixture filtered through a short column of silica gel, eluted with chloroform and the eluate evaporated. The residue is recrystallized from ethanol, to yield the 4-(2-cyanoethyl)-7,7-diphenyl-hexahydro-1,4-oxazepine melting at 106°-107°.